Dataset: the Open Reaction Database (ORD), a public repository of structured organic reaction records. Task: describe an organic reaction: reactants, conditions, products, and yield Starting materials: NC(=O)c1cc(Br)cc2c(C3CCCS(=O)(=O)C3)c[nH]c12, O=C([O-])[O-], [K+], [K+], C1COCCO1, OB(O)c1cccs1. Product: NC(=O)c1cc(-c2cccs2)cc2c(C3CCCS(=O)(=O)C3)c[nH]c12. RXN SMILES: [Br:1][c:2]1[cH:3][c:4]2[c:5]([CH:14]3[CH2:15][S:16](=[O:20])(=[O:21])[CH2:17][CH2:18][CH2:19]3)[cH:6][nH:7][c:8]2[c:9]([C:11](=[O:12])[NH2:13])[cH:10]1.[C:30](=[O:31])([O-:32])[O-:33].[K+:34].[K+:35].[O:36]1[CH2:37][CH2:38][O:39][CH2:40][CH2:41]1.[s:22]1[c:23]([B:27]([OH:28])[OH:29])[cH:24][cH:25][cH:26]1>>[c:2]1(-[c:23]2[s:22][cH:26][cH:25][cH:24]2)[cH:3][c:4]2[c:5]([CH:14]3[CH2:15][S:16](=[O:20])(=[O:21])[CH2:17][CH2:18][CH2:19]3)[cH:6][nH:7][c:8]2[c:9]([C:11](=[O:12])[NH2:13])[cH:10]1. Starting materials: O=S1(CCC(=CC1)C1=C(C=C(C=C1F)N1C(O[C@H](C1)CN1N=NC(=C1)CCO)=O)F)=O ((5R)-3-[4-(1,1-Dioxo-3,6-dihydro-2H-thiopyran-4-yl)-3,5-difluorophenyl]-5-[4-(2-hydroxyethyl)-1,2,3-triazol-1-ylmethyl]oxazolidin-2-one), S(=O)(Cl)Cl (thionylchloride), N12CCCCCC2=NCCC1 (1,8-diazabicyclo[5.4.0]undec-7-ene). The solvent is C(Cl)(Cl)Cl (chloroform). Yields the product O=S1(CCC(=CC1)C1=C(C=C(C=C1F)N1C(O[C@H](C1)CN1N=NC(=C1)C=C)=O)F)=O ((5R)-3-[4-(1,1-Dioxo-3,6-dihydro-2H-thiopyran-4-yl)-3,5-difluorophenyl]-5-[4-ethenyl-1,2,3-triazol-1-ylmethyl]oxazolidin-2-one). The yield is 73.9%. As a reaction SMILES: [O:1]=[S:2]1(=[O:31])[CH2:7][CH:6]=[C:5]([C:8]2[C:13]([F:14])=[CH:12][C:11]([N:15]3[CH2:19][C@H:18]([CH2:20][N:21]4[CH:25]=[C:24]([CH2:26][CH2:27]O)[N:23]=[N:22]4)[O:17][C:16]3=[O:29])=[CH:10][C:9]=2[F:30])[CH2:4][CH2:3]1.S(Cl)(Cl)=O.N12CCCN=C1CCCCC2>C(Cl)(Cl)Cl>[O:31]=[S:2]1(=[O:1])[CH2:3][CH:4]=[C:5]([C:8]2[C:13]([F:14])=[CH:12][C:11]([N:15]3[CH2:19][C@H:18]([CH2:20][N:21]4[CH:25]=[C:24]([CH:26]=[CH2:27])[N:23]=[N:22]4)[O:17][C:16]3=[O:29])=[CH:10][C:9]=2[F:30])[CH2:6][CH2:7]1. Procedure details: (5R)-3-[4-(1,1-Dioxo-3,6-dihydro-2H-thiopyran-4-yl)-3,5-difluorophenyl]-5-[4-(2-hydroxyethyl)-1,2,3-triazol-1-ylmethyl]oxazolidin-2-one (Example 51) (142 mg, 0.31 mmol) was suspended in dry chloroform (15 ml), thionylchloride (37 mg, 0.93 mmol) was added and the resulting mixture was refluxed for 12 hours. The solvent and eccess of thionylchloride was removed under vacuum and the residue was dissolved in acetonitrile (15 ml), 1,8-diazabicyclo[5.4.0]undec-7-ene (71 mg, 0.47 mmol) was added and th...